This data is from the Open Reaction Database (ORD), a public repository of structured organic reaction records. The task is: describe an organic reaction: reactants, conditions, products, and yield The reactants are CS(C)=O, CN(C)CCNC(=O)c1cc([N+](=O)[O-])ccc1Cl, OCCNCCO. Yields the product CN(C)CCNC(=O)c1cc([N+](=O)[O-])ccc1N(CCO)CCO. RXN SMILES: [CH3:26][S:27]([CH3:28])=[O:29].[CH3:8][N:9]([CH3:10])[CH2:11][CH2:12][NH:13][C:14]([c:15]1[c:16]([Cl:24])[cH:17][cH:18][c:19]([N+:21](=[O:22])[O-:23])[cH:20]1)=[O:25].[OH:1][CH2:2][CH2:3][NH:4][CH2:5][CH2:6][OH:7]>>[OH:1][CH2:2][CH2:3][N:4]([CH2:5][CH2:6][OH:7])[c:16]1[c:15]([C:14]([NH:13][CH2:12][CH2:11][N:9]([CH3:8])[CH3:10])=[O:25])[cH:20][c:19]([N+:21](=[O:22])[O-:23])[cH:18][cH:17]1.